This data is from the Open Reaction Database (ORD), a public repository of structured organic reaction records. The task is: describe an organic reaction: reactants, conditions, products, and yield Reactants: C(C)(=O)Cl (Acetyl chloride), NC1=NC=2C=CC=CC2C=2C1=NN(C2CCNC(OC(C)(C)C)=O)CCC (tert-butyl 2-(4-amino-2-propyl-2H-pyrazolo[3,4-c]quinolin-1-yl)ethylcarbamate). Solvent: C(C)O (ethanol). The product is Cl.Cl.NCCC=1N(N=C2C(=NC=3C=CC=CC3C21)N)CCC (1-(2-aminoethyl)-2-propyl-2H-pyrazolo[3,4-c]quinolin-4-amine dihydrochloride). Reaction SMILES: C([Cl:4])(=O)C.[NH2:5][C:6]1[C:15]2=[N:16][N:17]([CH2:29][CH2:30][CH3:31])[C:18]([CH2:19][CH2:20][NH:21]C(=O)OC(C)(C)C)=[C:14]2[C:13]2[CH:12]=[CH:11][CH:10]=[CH:9][C:8]=2[N:7]=1>C(O)C>[ClH:4].[ClH:4].[NH2:21][CH2:20][CH2:19][C:18]1[N:17]([CH2:29][CH2:30][CH3:31])[N:16]=[C:15]2[C:14]=1[C:13]1[CH:12]=[CH:11][CH:10]=[CH:9][C:8]=1[N:7]=[C:6]2[NH2:5] |f:3.4.5|. Procedure details: Acetyl chloride (7.1 mL, 100 mmol) was added to ethanol (100 mL) at 0° C. The resulting solution was added to the tert-butyl 2-(4-amino-2-propyl-2H-pyrazolo[3,4-c]quinolin-1-yl)ethylcarbamate from Part G. The solution was heated at reflux for 9.5 hours. Upon cooling to ambient temperature, a precipitate formed that was isolated after two days by filtration, washed with a small amount of cold ethanol, and dried to yield 5.78 g of 1-(2-aminoethyl)-2-propyl-2H-pyrazolo[3,4-c]quinolin-4-amine dihydr... Starting materials: NCCCCOC1=C(C=C(C=C1)[N+](=O)[O-])C1C(=C(NC(=C1C(=O)OCC)C)CC)C(=O)OCC (diethyl 4-[2-(4-aminobutoxy)-5-nitrophenyl]-2-ethyl-6-methyl-1,4-dihydropyridine-3,5-dicarboxylate), C1(=CC=CC=C1)OCC1CO1 (glycidyl phenyl ether). Run in CO (methanol). Yields the product C(C)C=1NC(=C(C(C1C(=O)OCC)C1=C(C=CC(=C1)[N+](=O)[O-])OCCCCNCC(COC1=CC=CC=C1)O)C(=O)OCC)C (diethyl 2-ethyl-4-[2-[4-(2-hydroxy-3-phenoxypropylamino)butoxy]-5-nitrophenyl]-6-methyl-1,4-dihydropyridine-3,5-dicarboxylate). Yield: 20.1%. Reaction SMILES: [NH2:1][CH2:2][CH2:3][CH2:4][CH2:5][O:6][C:7]1[CH:12]=[CH:11][C:10]([N+:13]([O-:15])=[O:14])=[CH:9][C:8]=1[CH:16]1[C:21]([C:22]([O:24][CH2:25][CH3:26])=[O:23])=[C:20]([CH3:27])[NH:19][C:18]([CH2:28][CH3:29])=[C:17]1[C:30]([O:32][CH2:33][CH3:34])=[O:31].[C:35]1([O:41][CH2:42][CH:43]2[O:45][CH2:44]2)[CH:40]=[CH:39][CH:38]=[CH:37][CH:36]=1>CO>[CH2:28]([C:18]1[NH:19][C:20]([CH3:27])=[C:21]([C:22]([O:24][CH2:25][CH3:26])=[O:23])[CH:16]([C:8]2[CH:9]=[C:10]([N+:13]([O-:15])=[O:14])[CH:11]=[CH:12][C:7]=2[O:6][CH2:5][CH2:4][CH2:3][CH2:2][NH:1][CH2:44][CH:43]([OH:45])[CH2:42][O:41][C:35]2[CH:40]=[CH:39][CH:38]=[CH:37][CH:36]=2)[C:17]=1[C:30]([O:32][CH2:33][CH3:34])=[O:31])[CH3:29]. Procedure: In 46 ml of methanol were dissolved 4.62 g of diethyl 4-[2-(4-aminobutoxy)-5-nitrophenyl]-2-ethyl-6-methyl-1,4-dihydropyridine-3,5-dicarboxylate and 1.46 g of glycidyl phenyl ether, and the solution formed was refluxed under heating for 15 hours. After cooling the reaction solution, the solution was concentrated under reduced pressure. The residue was subjected to silica gel column chromatography, and the product was eluted with chloroform-methanol (95:5 v/v). Crude crystals were recrystallized ... The reactants are C(C)(=O)N1CCC(CC1)C1=CC=C(C=C1)C(C)=O (N-acetyl-4-(4-acetyl-phenyl)-piperidine), ice, [N+](=O)(O)[O-] (nitric acid). Reaction conditions: time 30 minute. Product: C(C)(=O)N1CCC(CC1)C1=C(C=C(C=C1)C(C)=O)[N+](=O)[O-] (N-acetyl-4-(2-nitro-4-acetyl-phenyl)-piperidine). As a reaction SMILES: [C:1]([N:4]1[CH2:9][CH2:8][CH:7]([C:10]2[CH:15]=[CH:14][C:13]([C:16](=[O:18])[CH3:17])=[CH:12][CH:11]=2)[CH2:6][CH2:5]1)(=[O:3])[CH3:2].[N+:19]([O-])([OH:21])=[O:20]>>[C:1]([N:4]1[CH2:5][CH2:6][CH:7]([C:10]2[CH:11]=[CH:12][C:13]([C:16](=[O:18])[CH3:17])=[CH:14][C:15]=2[N+:19]([O-:21])=[O:20])[CH2:8][CH2:9]1)(=[O:3])[CH3:2]. Procedure: 3 g of N-acetyl-4-(4-acetyl-phenyl)-piperidine is added at -15°, with stirring, to 20 ml of fuming nitric acid, and the reaction mixture is subsequently stirred for 30 minutes at a temperature of between 0° and 15°. It is then poured onto 100 g of ice; the pH value is adjusted to 14 with concentrated sodium hydroxide solution, and extraction is performed three times with 50 ml of methylene chloride each time. The organic phases are combined, washed until neutral, dried over sodium sulphate and c... The reactants are CCOC(=O)C(C)C, Cl, CC(=O)c1ccc(F)c2ccc(F)cc12, [H-], [Na+], C1COCCO1. The product is CC(C)C(=O)CC(=O)c1ccc(F)c2ccc(F)cc12. As a reaction SMILES: [C:18]([CH:19]([CH3:20])[CH3:21])(=[O:22])[O:23][CH2:24][CH3:25].[ClH:26].[F:1][c:2]1[cH:3][cH:4][c:5]([C:13]([CH3:14])=[O:15])[c:6]2[cH:7][c:8]([F:12])[cH:9][cH:10][c:11]12.[H-:16].[Na+:17].[O:27]1[CH2:28][CH2:29][O:30][CH2:31][CH2:32]1>>[F:1][c:2]1[cH:3][cH:4][c:5]([C:13]([CH2:14][C:18]([CH:19]([CH3:20])[CH3:21])=[O:22])=[O:15])[c:6]2[cH:7][c:8]([F:12])[cH:9][cH:10][c:11]12. Reactants: COc1cccc(S(=O)(=O)N(CCC(C)C)C(C(=O)OCc2ccccc2)C(C)(C)C)c1, CO, [H][H]. Yields the product COc1cccc(S(=O)(=O)N(CCC(C)C)C(C(=O)O)C(C)(C)C)c1. As a reaction SMILES: [CH2:1]([c:2]1[cH:3][cH:4][cH:5][cH:6][cH:7]1)[O:8][C:9]([CH:10]([N:11]([S:12](=[O:13])(=[O:14])[c:15]1[cH:16][c:17]([O:21][CH3:22])[cH:18][cH:19][cH:20]1)[CH2:23][CH2:24][CH:25]([CH3:26])[CH3:27])[C:28]([CH3:29])([CH3:30])[CH3:31])=[O:32].[CH3:35][OH:36].[H:33][H:34]>>[O:8]=[C:9]([CH:10]([N:11]([S:12](=[O:13])(=[O:14])[c:15]1[cH:16][c:17]([O:21][CH3:22])[cH:18][cH:19][cH:20]1)[CH2:23][CH2:24][CH:25]([CH3:26])[CH3:27])[C:28]([CH3:29])([CH3:30])[CH3:31])[OH:32]. Reactants: O=C([O-])O, C1CC(N2CCNCC2)C1, ClCCl, O=C(Br)CCl, [Na+], O. Product: O=C(CCl)N1CCN(C2CCC2)CC1. RXN SMILES: [C:1](=[O:2])([OH:3])[O-:4].[CH:11]1([N:15]2[CH2:16][CH2:17][NH:18][CH2:19][CH2:20]2)[CH2:12][CH2:13][CH2:14]1.[Cl:22][CH2:23][Cl:24].[Cl:6][CH2:7][C:8](=[O:9])[Br:10].[Na+:5].[OH2:21]>>[Cl:6][CH2:7][C:8](=[O:9])[N:18]1[CH2:17][CH2:16][N:15]([CH:11]2[CH2:12][CH2:13][CH2:14]2)[CH2:20][CH2:19]1.